Task: describe an organic reaction: reactants, conditions, products, and yield. Dataset: the Open Reaction Database (ORD), a public repository of structured organic reaction records The reactants are ClC1=CC=C(C=C1)C=1C(=C(C=CC1Cl)OC1=C(C(=C(C=C1)Cl)C1=CC=C(C=C1)Cl)[N+](=O)[O-])[N+](=O)[O-] (4-chlorophenyl-4-chloro-2-nitrophenyl ether), CC(=O)C (acetone), S(=O)([O-])S(=O)[O-].[Na+].[Na+] (sodium hydrosulfite). The solvent is O (water). Product: ClC=1C=CC(=C(N)C1)OC1=CC=C(C=C1)Cl (5-chloro-2-(p-chlorophenoxy)aniline). Reaction SMILES: ClC1C=CC([C:8]2[C:9]([N+:33]([O-])=O)=[C:10]([O:15][C:16]3[CH:21]=[CH:20][C:19]([Cl:22])=[C:18](C4C=CC(Cl)=CC=4)[C:17]=3[N+]([O-])=O)[CH:11]=[CH:12][C:13]=2[Cl:14])=CC=1.CC(C)=O.S(S([O-])=O)([O-])=O.[Na+].[Na+]>O>[Cl:14][C:13]1[CH:12]=[CH:11][C:10]([O:15][C:16]2[CH:21]=[CH:20][C:19]([Cl:22])=[CH:18][CH:17]=2)=[C:9]([CH:8]=1)[NH2:33] |f:2.3.4|. Procedure details: A 140 g. portion of the above nitro derivative in 1400 ml. of acetone is reduced with 560 g. of sodium hydrosulfite in 1400 ml. of water as described in Example 1, giving 5-chloro-2-(p-chlorophenoxy)aniline. Reactants: C(C=C)O (allyl alcohol), C1CCC(CC1)N=C=NC2CCCCC2 (DCC), FC1=C(C=CC(=C1)F)CC(=O)O (2,4-difluorophenyl acetic acid), CC1(OC(=O)CC(=O)O1)C (Meldrum's Acid). Reagents/catalysts: CN(C)C=1C=CN=CC1 (DMAP). Solvent: C(Cl)Cl (CH2Cl2). Conditions: time 4 hour. Yields the product FC1=C(C=CC(=C1)F)CC(CC(=O)OCC=C)=O (Allyl 4-(2,4-difluorophenyl)-3-oxobutanoate). Isolated yield 95.0%. RXN SMILES: [F:1][C:2]1[CH:7]=[C:6]([F:8])[CH:5]=[CH:4][C:3]=1[CH2:9][C:10]([OH:12])=O.[CH3:13][C:14]1(C)[O:21][C:19](=O)[CH2:18][C:16](=O)[O:15]1.C1CCC(N=C=NC2CCCCC2)CC1.C(O)C=C>CN(C1C=CN=CC=1)C.C(Cl)Cl>[F:1][C:2]1[CH:7]=[C:6]([F:8])[CH:5]=[CH:4][C:3]=1[CH2:9][C:10](=[O:12])[CH2:13][C:14]([O:15][CH2:16][CH:18]=[CH2:19])=[O:21]. Procedure: To a CH2Cl2 (40 mL) solution of 2,4-difluorophenyl acetic acid (6.89 g, 40.03 mmol) at 0° C. was added DMAP (4.89 g, 40.03 mmol), and Meldrum's Acid (5.77 g, 40.03 mmol) followed by DCC (8.26 g, 40.03 mmol). The reaction mixture was warmed to ambient temperature and stirred for 4 h. The reaction was filtered to remove the DCU and the filtrate washed with 1N HCl, H2O, and brine. The organics were dried (Na2SO4), filtered and concentrated to a yellow oil. The residue was redissolved in THF (40 mL)... The reactants are FC(C(=O)O)(F)F (trifluoroacetic acid), COC(=O)C=1C=C(C(=O)C2=NC=C3N2C=C(C=C3)C(=O)OC(C)(C)C)C=CC1[N+](=O)[O-] (tert-butyl 3-[3-(methoxycarbonyl)-4-nitrobenzoyl]imidazo[1,5-a]pyridine-6-carboxylate). Run in ClCCl (dichloromethane), CC(=O)C (acetone). Conditions: time 5 hour. Yields the product COC(=O)C=1C=C(C(=O)C2=NC=C3N2C=C(C=C3)C(=O)O)C=CC1[N+](=O)[O-] (3-[3-(Methoxycarbonyl)-4-nitrobenzoyl]imidazo[1,5-a]pyridine-6-carboxylic acid). Yield: 85.2%. As a reaction SMILES: FC(F)(F)C(O)=O.[CH3:8][O:9][C:10]([C:12]1[CH:13]=[C:14]([CH:33]=[CH:34][C:35]=1[N+:36]([O-:38])=[O:37])[C:15]([C:17]1[N:21]2[CH:22]=[C:23]([C:26]([O:28]C(C)(C)C)=[O:27])[CH:24]=[CH:25][C:20]2=[CH:19][N:18]=1)=[O:16])=[O:11]>ClCCl.CC(C)=O>[CH3:8][O:9][C:10]([C:12]1[CH:13]=[C:14]([CH:33]=[CH:34][C:35]=1[N+:36]([O-:38])=[O:37])[C:15]([C:17]1[N:21]2[CH:22]=[C:23]([C:26]([OH:28])=[O:27])[CH:24]=[CH:25][C:20]2=[CH:19][N:18]=1)=[O:16])=[O:11]. Reported procedure: 2.13 ml (28.68 mmol) of trifluoroacetic acid are added to 610 mg (1.43 mmol) of tert-butyl 3-[3-(methoxycarbonyl)-4-nitrobenzoyl]imidazo[1,5-a]pyridine-6-carboxylate in 2 ml of dichloromethane and the mixture is stirred at ambient temperature for 5 hours. The reaction medium is concentrated under reduced pressure and then the residue obtained is taken up in acetone. The precipitate formed is filtered off, washed with acetone and dried. 450 mg of a yellow powder are obtained. Melting point: 290° ... Reactants: CCOC(=O)N1C(=O)C2(c3ccc(Cl)cc31)C(c1cccc(Cl)c1)CC(=O)NC2c1ccccc1C, CO, [Na+], [OH-]. The product is Cc1ccccc1C1NC(=O)CC(c2cccc(Cl)c2)C12C(=O)Nc1cc(Cl)ccc12. RXN SMILES: [CH2:1]([O:2][C:3](=[O:4])[N:6]1[C:7](=[O:36])[C:8]2([c:9]3[cH:10][cH:11][c:12]([Cl:15])[cH:13][c:14]31)[CH:16]([c:29]1[c:30]([CH3:35])[cH:31][cH:32][cH:33][cH:34]1)[NH:17][C:18](=[O:28])[CH2:19][CH:20]2[c:21]1[cH:22][c:23]([Cl:27])[cH:24][cH:25][cH:26]1)[CH3:5].[CH3:39][OH:40].[Na+:38].[OH-:37]>>[NH:6]1[C:7](=[O:36])[C:8]2([c:9]3[cH:10][cH:11][c:12]([Cl:15])[cH:13][c:14]31)[CH:16]([c:29]1[c:30]([CH3:35])[cH:31][cH:32][cH:33][cH:34]1)[NH:17][C:18](=[O:28])[CH2:19][CH:20]2[c:21]1[cH:22][c:23]([Cl:27])[cH:24][cH:25][cH:26]1. Reactants: O=C(n1ccnc1)n1ccnc1, O=C=O, ClCCl, CNOC, Cl, O=C(O)c1ccncc1. Product: CON(C)C(=O)c1ccncc1. As a reaction SMILES: [C:10]([n:11]1[cH:12][cH:13][n:14][cH:15]1)([n:16]1[cH:17][cH:18][n:19][cH:20]1)=[O:21].[C:22](=[O:23])=[O:24].[CH2:30]([Cl:31])[Cl:32].[CH3:26][NH:27][O:28][CH3:29].[ClH:25].[n:1]1[cH:2][cH:3][c:4]([C:7](=[O:8])[OH:9])[cH:5][cH:6]1>>[n:1]1[cH:2][cH:3][c:4]([C:7](=[O:9])[N:27]([CH3:26])[O:28][CH3:29])[cH:5][cH:6]1. The reactants are C(C1=CC=CC=C1)OC(NC(=N)C1=CC=C(C=C1)CNC(C(OCC)C1=C(C=C(C=C1F)O)F)=O)=O ((RS)-[(4-{[2-(2,6-difluoro-4-hydroxy-phenyl)-2-ethoxy-acetylamino]-methyl}-phenyl)-imino-methyl]-carbamic acid benzyl ester), Cl (HCl). Reagents/catalysts: [Pd] (Pd/C). Solvent: CCO (EtOH), CCO (EtOH). Yields the product Cl.C(N)(=N)C1=CC=C(CNC(C(OCC)C2=C(C=C(C=C2F)O)F)=O)C=C1 ((RS)-N-(4-carbamimidoyl-benzyl)-2-(2,6-difluoro-4-hydroxy-phenyl)-2-ethoxy-acetamide hydrochloride). The yield is 88.0%. As a reaction SMILES: C(OC(=O)[NH:10][C:11]([C:13]1[CH:18]=[CH:17][C:16]([CH2:19][NH:20][C:21](=[O:35])[CH:22]([C:26]2[C:31]([F:32])=[CH:30][C:29]([OH:33])=[CH:28][C:27]=2[F:34])[O:23][CH2:24][CH3:25])=[CH:15][CH:14]=1)=[NH:12])C1C=CC=CC=1.[ClH:37]>CCO.[Pd]>[ClH:37].[C:11]([C:13]1[CH:14]=[CH:15][C:16]([CH2:19][NH:20][C:21](=[O:35])[CH:22]([C:26]2[C:31]([F:32])=[CH:30][C:29]([OH:33])=[CH:28][C:27]=2[F:34])[O:23][CH2:24][CH3:25])=[CH:17][CH:18]=1)(=[NH:10])[NH2:12] |f:4.5|. Procedure: (RS)-[(4-{[2-(2,6-difluoro-4-hydroxy-phenyl)-2-ethoxy-acetylamino]-methyl}-phenyl)-imino-methyl]-carbamic acid benzyl ester (100 mg) was dissolved in EtOH (2 ml). 1.25 M HCl in EtOH (0.1 ml) was added and the mixture was hydrogenated 1.5 h at 1 atm H2 in the presence of a catalytic amount of 10% Pd/C. After filtration of the catalyst the solvent was removed to obtain 71 mg (88%) of (RS)-N-(4-carbamimidoyl-benzyl)-2-(2,6-difluoro-4-hydroxy-phenyl)-2-ethoxy-acetamide hydrochloride. White powder. M... Reactants: NCCCCNC1=NC=CC=C1 (2-(4-aminobutylamino)pyridine), C(CC)I (n-Propyl iodide), [H-].[Na+] (Sodium hydride), O (water). Solvent: CS(=O)C (DMSO), CS(=O)C (DMSO), CS(=O)C (DMSO). Product: NCCCCN(CCC)C1=NC=CC=C1 (2-[N-(4-aminobutyl)-N-propylamino]pyridine). The yield is 66.9%. As a reaction SMILES: [H-].[Na+].[NH2:3][CH2:4][CH2:5][CH2:6][CH2:7][NH:8][C:9]1[CH:14]=[CH:13][CH:12]=[CH:11][N:10]=1.[CH2:15](I)[CH2:16][CH3:17].O>CS(C)=O>[NH2:3][CH2:4][CH2:5][CH2:6][CH2:7][N:8]([C:9]1[CH:14]=[CH:13][CH:12]=[CH:11][N:10]=1)[CH2:15][CH2:16][CH3:17] |f:0.1|. Procedure: Sodium hydride (1.1 g) was disolved in DMSO (20 ml) at 70°-75° C. under nitrogen. The solution was cooled and 2-(4-aminobutylamino)pyridine (6.9 g) in DMSO (20 ml) added at room temperature. n-Propyl iodide (7.81 g) in DMSO (10 ml) was added dropwise maintaining the temperature at 25°-35° C. After a further 15 min water (200 ml) was added and the mixture extracted with ether. The ether extract was washed with 2N hydrochloric acid and the aqueous layer basified to pH 6. After extracting with chlo...